From a dataset of the Open Reaction Database (ORD), a public repository of structured organic reaction records. describe an organic reaction: reactants, conditions, products, and yield The reactants are C(C)(=O)Cl (acetyl chloride), C(C=CC)C1CC(CC1)O (3-(2-butenyl)-cyclopentanol), Cl (hydrochloric acid). Solvent: C1=CC=CC=C1 (benzene), C1=CC=CC=C1 (benzene), N1=CC=CC=C1 (pyridine). Reaction conditions: temperature 20 celsius, time 17 hour. The product is C(C)(=O)OC1CC(CC1)CC=CC (1-acetyloxy-3-(2-butenyl)-cyclopentane). Reaction SMILES: [C:1](Cl)(=[O:3])[CH3:2].[CH2:5]([CH:9]1[CH2:13][CH2:12][CH:11]([OH:14])[CH2:10]1)[CH:6]=[CH:7][CH3:8].Cl>C1C=CC=CC=1.N1C=CC=CC=1>[C:1]([O:14][CH:11]1[CH2:12][CH2:13][CH:9]([CH2:5][CH:6]=[CH:7][CH3:8])[CH2:10]1)(=[O:3])[CH3:2]. Procedure details: A solution of 2 ml of acetyl chloride in 5 ml of benzene was added at 0° C. to a solution of 1 g of 3-(2-butenyl)-cyclopentanol in 20 ml of benzene and 2 ml of pyridine and the mixture was stirred at 20° C. for 17 hours and was poured into 2N hydrochloric acid solution with stirring. The decanted aqueous phase was extracted with benzene and the organic phase was washed with water, dried and evaporated to dryness. The residue was chromatographed over silica gel and was eluted with a 9-1 cyclohexa...